Dataset: the Open Reaction Database (ORD), a public repository of structured organic reaction records. Task: describe an organic reaction: reactants, conditions, products, and yield Starting materials: N1=CC=CC2=CN=CC=C12 (1,6-naphthyridine). The reagents and catalysts are [Pd] (Pd), [Pd] (Pd). Solvent: CCO (EtOH), CCO (EtOH). Conditions: time 24 hour. The product is N1CCCC2=CC=CN=C12 (1,2,3,4-tetrahydronapthyridine). As a reaction SMILES: [N:1]1[C:10]2[C:5](=[CH:6][N:7]=[CH:8][CH:9]=2)[CH:4]=[CH:3][CH:2]=1>CCO.[Pd]>[NH:1]1[C:6]2[C:5](=[CH:10][CH:9]=[CH:8][N:7]=2)[CH2:4][CH2:3][CH2:2]1. Procedure details: To a solution of 0.8315 g (6.39 mmol) 1,6-naphthyridine in 25 mL EtOH was added 0.0875 g Pd (10% on C). The reaction mixture was stirred under H2 at atmospheric pressure. After 24 h, an additional 0.0431 g Pd (10% on C) was added. After a total of 46 h under H2 at atmospheric pressure, the reaction mixture was diluted with 50 mL EtOH and filtered over celite. The celite was washed with 300 mL EtOH, and the filtrate concentrated in vacuo. Purification by flash chromatography (50×105 mm silica gel... Reactants: O=C([O-])[O-], CO, ClCCBr, [K+], [K+], O=c1[nH]c(-c2ccccc2)c(O)c2ccccc12. Yields the product O=c1[nH]c(-c2ccccc2)c(OCCCl)c2ccccc12. As a reaction SMILES: [C:19](=[O:20])([O-:21])[O-:22].[CH3:29][OH:30].[Cl:25][CH2:26][CH2:27][Br:28].[K+:23].[K+:24].[OH:1][c:2]1[c:3](-[c:13]2[cH:14][cH:15][cH:16][cH:17][cH:18]2)[nH:4][c:5](=[O:12])[c:6]2[cH:7][cH:8][cH:9][cH:10][c:11]12>>[O:1]([c:2]1[c:3](-[c:13]2[cH:14][cH:15][cH:16][cH:17][cH:18]2)[nH:4][c:5](=[O:12])[c:6]2[cH:7][cH:8][cH:9][cH:10][c:11]12)[CH2:27][CH2:26][Cl:25]. The reactants are CN(C)C(=O)N1CC2CC(CC3CCCCC3)(N=C=O)CC2C1, Cl, N. Product: CN(C)C(=O)N1CC2CC(N)(CC3CCCCC3)CC2C1. Reaction SMILES: [CH3:1][N:2]([C:3](=[O:4])[N:5]1[CH2:6][CH:7]2[CH:8]([CH2:9]1)[CH2:10][C:11]([N:13]=[C:14]=[O:15])([CH2:16][CH:17]1[CH2:18][CH2:19][CH2:20][CH2:21][CH2:22]1)[CH2:12]2)[CH3:23].[ClH:25].[NH3:24]>>[CH3:1][N:2]([C:3](=[O:4])[N:5]1[CH2:6][CH:7]2[CH:8]([CH2:9]1)[CH2:10][C:11]([NH2:13])([CH2:16][CH:17]1[CH2:18][CH2:19][CH2:20][CH2:21][CH2:22]1)[CH2:12]2)[CH3:23]. Starting materials: IC=1C=CC=2NC=CC2C1. Run at temperature 80 celsius, time 4 hour. Isolated yield 57.0%. Run in O1CCCC1. Reagents/catalysts: O1BOC(C)(C)C1(C)C, O1B(OC(C)(C)C1(C)C)B2OC(C)(C)C(O2)(C)C, N=1C=CC(=CC1C=2N=CC=C(C2)C(C)(C)C)C(C)(C)C, C1CC=CCCC=C1.C1CC=CCCC=C1.[Cl-].[Cl-].[Ir].[Ir]. Product: IC1=CC=2C=CNC2C(=C1)B3OC(C)(C)C(O3)(C)C. Starting materials: ClC1=C(C=C(C=C1)[N+](=O)[O-])CSC1=NC(=CC(=N1)O)C (2-{[(2-chloro-5-nitrophenyl)methyl]sulfanyl}-6-methylpyrimidin-4-ol), O.NN (hydrazine hydrate). The reagents and catalysts are [Ni] (Raney nickel). Solvent: CCO (EtOH). Reaction conditions: time 8 hour. Product: Cl.NC=1C=CC(=C(C1)CSC1=NC(=CC(=N1)O)C)Cl (2-{[(5-amino-2-chlorophenyl)methyl]sulfanyl}-6-methylpyrimidin-4-ol hydrochloride). Isolated yield 17.7%. RXN SMILES: [Cl:1][C:2]1[CH:7]=[CH:6][C:5]([N+:8]([O-])=O)=[CH:4][C:3]=1[CH2:11][S:12][C:13]1[N:18]=[C:17]([OH:19])[CH:16]=[C:15]([CH3:20])[N:14]=1.O.NN>CCO.[Ni]>[ClH:1].[NH2:8][C:5]1[CH:6]=[CH:7][C:2]([Cl:1])=[C:3]([CH2:11][S:12][C:13]2[N:18]=[C:17]([OH:19])[CH:16]=[C:15]([CH3:20])[N:14]=2)[CH:4]=1 |f:1.2,5.6|. Procedure: To a mixture of 2-{[(2-chloro-5-nitrophenyl)methyl]sulfanyl}-6-methylpyrimidin-4-ol (500 mg, 1.6 mmol) in absolute EtOH (15 mL) was added hydrazine hydrate (1 mL, 32 mmol) and Raney nickel. The reaction mixture was stirred at room temperature overnight. The solid material was filtered on Celite. The pad was recovered and suspended in a mixture of MeOH/EtOAc/CH2Cl2 (100 mL). The mixture was filtered. The filtrate was recovered, evaporated, and dried in vacuo, affording the 2-{[(5-amino-2-chloroph... The reactants are COC1=CC=C(C=C1)S(=O)(=O)N1[C@H]([C@H](C=CC1)C1=CC=CC=C1)C(=O)O ((+)-(2R*-3R*)-1-(4-methoxybenzenesulfonyl)-3-phenyl-1,2,3,6-tetrahydropyridine-2-carboxylic acid), Cl.C(C1=CC=CC=C1)NO (benzylhydroxylamine hydrochloride), C1(CCCCC1)N=C=NC1CCCCC1 (dicyclohexylcarbodiimide), CN(C)C1=NC=CC=C1 (dimethylaminopyridine). The solvent is C(C)(=O)OCC (ethyl acetate). Run at time 8 hour. Product: C1(=CC=CC=C1)C1C(NCC=C1)C(=O)N (3-phenyl-1,2,3,6-tetrahydropyridine-2-carboxamide). As a reaction SMILES: COC1C=CC(S([N:12]2[CH2:17][CH:16]=[CH:15][C@H:14]([C:18]3[CH:23]=[CH:22][CH:21]=[CH:20][CH:19]=3)[C@@H:13]2[C:24]([OH:26])=O)(=O)=O)=CC=1.Cl.C([NH:35]O)C1C=CC=CC=1.C1(N=C=NC2CCCCC2)CCCCC1.CN(C1C=CC=CN=1)C>C(OCC)(=O)C>[C:18]1([CH:14]2[CH:15]=[CH:16][CH2:17][NH:12][CH:13]2[C:24]([NH2:35])=[O:26])[CH:23]=[CH:22][CH:21]=[CH:20][CH:19]=1 |f:1.2|. Procedure details: To a solution of (+)-(2R*-3R*)-1-(4-methoxybenzenesulfonyl)-3-phenyl-1,2,3,6-tetrahydropyridine-2-carboxylic acid (65 mg, 0.17 mmol) (from Example 20), is added benzylhydroxylamine hydrochloride (32 mg, 0.20 mmol), dicyclohexylcarbodiimide (41 mg, 0.20 mmol) and dimethylaminopyridine (27 mg, 0.22 mmol). The resulting mixture is stirred overnight, diluted with ethyl acetate and filtered through Celite™ and evaporated. The crude product is purified by chromatography elution with 1:1 hexane-ethyl a... The reactants are Amide, CC(C1=CC=CC=C1)N (DL-alpha-methylbenzylamine), ester, COC(=O)C=1C(=CC=C(C1)C=1SC=C(N1)C1=CC(=C(C=C1)Cl)Cl)C1=CC=C(C=C1)C(=O)O (4-[4-(3,4-dichloro-phenyl)-thiazol-2-yl]-biphenyl-2,4′-dicarboxylic acid 2-methyl ester), COC(=O)C=1C(=CC=C(C1)C=1SC=C(N1)C1=CC(=C(C=C1)Cl)Cl)C1=CC=C(C=C1)C(=O)O (4-[4-(3,4-dichloro-phenyl)-thiazol-2-yl]-biphenyl-2,4′-dicarboxylic acid 2-methyl ester). Yields the product ClC=1C=C(C=CC1Cl)C=1N=C(SC1)C=1C=C(C(=CC1)C1=CC=C(C=C1)C(NC(C)C1=CC=CC=C1)=O)C(=O)O (4-[4-(3,4-dichloro-phenyl)-thiazol-2-yl]-4′-(1-phenyl-ethylcarbamoyl)-biphenyl-2-carboxylic acid). The yield is 114.6%. RXN SMILES: C[O:2][C:3]([C:5]1[C:6](C2C=CC(C(O)=O)=CC=2)=[CH:7][CH:8]=[C:9]([C:11]2[S:12][CH:13]=[C:14]([C:16]3[CH:21]=[CH:20][C:19]([Cl:22])=[C:18]([Cl:23])[CH:17]=3)[N:15]=2)[CH:10]=1)=[O:4].[CH3:33][CH:34]([NH2:41])[C:35]1[CH:40]=[CH:39][CH:38]=[CH:37][CH:36]=1>>[Cl:23][C:18]1[CH:17]=[C:16]([C:14]2[N:15]=[C:11]([C:9]3[CH:10]=[C:5]([C:3]([OH:2])=[O:4])[C:6]([C:8]4[CH:7]=[CH:6][C:5]([C:3](=[O:2])[NH:41][CH:34]([C:35]5[CH:40]=[CH:39][CH:38]=[CH:37][CH:36]=5)[CH3:33])=[CH:10][CH:9]=4)=[CH:7][CH:8]=3)[S:12][CH:13]=2)[CH:21]=[CH:20][C:19]=1[Cl:22]. Procedure details: Using the conditions of General Procedure E for Amide Coupling in Parallel Mode, 4-[4-(3,4-dichloro-phenyl)-thiazol-2-yl]-biphenyl-2,4′-dicarboxylic acid 2-methyl ester (which may be prepared as described for Intermediate 8; 100 mg, 0.21 mmol) was reacted with DL-alpha-methylbenzylamine (available from Aldrich Chemical Company, Inc.; 75 mg, 0.62 mmol). The resulting ester was hydrolyzed and the acid was purified using HPLC Purification Conditions B to give 4-[4-(3,4-dichloro-phenyl)-thiazol-2-yl... The reactants are CC1(C)C(=O)N(Br)C(=O)N1Br, CC#N, N#Cc1cc(F)ccc1-c1c(F)cccc1F, O, O=S(=O)(O)O. The product is N#Cc1cc(F)ccc1-c1c(F)ccc(Br)c1F. RXN SMILES: [Br:18][N:19]1[C:20]([CH3:21])([CH3:22])[C:23](=[O:24])[N:25]([Br:26])[C:27]1=[O:28].[CH3:35][C:36]#[N:37].[F:1][c:2]1[cH:3][c:4]([C:16]#[N:17])[c:5](-[c:8]2[c:9]([F:15])[cH:10][cH:11][cH:12][c:13]2[F:14])[cH:6][cH:7]1.[OH2:34].[S:29](=[O:30])(=[O:31])([OH:32])[OH:33]>>[F:1][c:2]1[cH:3][c:4]([C:16]#[N:17])[c:5](-[c:8]2[c:9]([F:15])[cH:10][cH:11][c:12]([Br:18])[c:13]2[F:14])[cH:6][cH:7]1. Reactants: O=C1OC2=C(C=CC=C2C=C1)CCN1CCC(CC1)NC(OC(C)(C)C)=O (1,1-dimethylethyl {1-[2-(2-oxo-2H-chromen-8-yl)ethyl]-4-piperidinyl}carbamate), Cl (HCl). Run in CO.C(Cl)Cl (MeOH CH2Cl2), O1CCOCC1 (dioxane). Reaction conditions: time 16 hour. Product: Cl.NC1CCN(CC1)CCC=1C=CC=C2C=CC(OC12)=O (8-[2-(4-amino-1-piperidinyl)ethyl]-2H-chromen-2-one hydrochloride). Isolated yield 73.0%. Reaction SMILES: [O:1]=[C:2]1[CH:11]=[CH:10][C:9]2[C:4](=[C:5]([CH2:12][CH2:13][N:14]3[CH2:19][CH2:18][CH:17]([NH:20]C(=O)OC(C)(C)C)[CH2:16][CH2:15]3)[CH:6]=[CH:7][CH:8]=2)[O:3]1.[ClH:28]>CO.C(Cl)Cl.O1CCOCC1>[ClH:28].[NH2:20][CH:17]1[CH2:18][CH2:19][N:14]([CH2:13][CH2:12][C:5]2[CH:6]=[CH:7][CH:8]=[C:9]3[C:4]=2[O:3][C:2](=[O:1])[CH:11]=[CH:10]3)[CH2:15][CH2:16]1 |f:2.3,5.6|. Procedure details: To a solution of (1,1-dimethylethyl {1-[2-(2-oxo-2H-chromen-8-yl)ethyl]-4-piperidinyl}carbamate (320 mg, 0.86 mmol) in 20% MeOH/CH2Cl2 (5 mL) at 0° C. was added a solution of HCl in dioxane (4 M, 1.0 mL). The reaction was warmed to RT and stirred for 16 h, then the solvents were removed under reduced pressure to afford the title compound (170 mg, 73%) as a pale yellow solid: MS (ES) m/e 273.0 (M+H)+. The reactants are CS(=O)(=O)OCC1=NC=CC(=C1C)OCCCOCCOC ([4-{3-(2-methoxyethoxy)propoxy}-3-methylpyridine-2-yl]methyl methanesulfonate), SC1=NC2=C(N1)C=CC=C2 (2-mercapto-1H-benzimidazole), C(O)([O-])=O.[Na+] (sodium hydrogencarbonate). Run in C(C)O (ethanol). Conditions: time 1 hour. Product: COCCOCCCOC1=C(C(=NC=C1)CSC1=NC2=C(N1)C=CC=C2)C (2-[4-{3-(2-Methoxyethoxy)propoxy}-3-methylpyridine-2-yl]methylthio-1H-benzimidazole). Isolated yield 70.1%. RXN SMILES: CS(O[CH2:6][C:7]1[C:12]([CH3:13])=[C:11]([O:14][CH2:15][CH2:16][CH2:17][O:18][CH2:19][CH2:20][O:21][CH3:22])[CH:10]=[CH:9][N:8]=1)(=O)=O.[SH:23][C:24]1[NH:28][C:27]2[CH:29]=[CH:30][CH:31]=[CH:32][C:26]=2[N:25]=1.C(=O)([O-])O.[Na+]>C(O)C>[CH3:22][O:21][CH2:20][CH2:19][O:18][CH2:17][CH2:16][CH2:15][O:14][C:11]1[CH:10]=[CH:9][N:8]=[C:7]([CH2:6][S:23][C:24]2[NH:28][C:27]3[CH:29]=[CH:30][CH:31]=[CH:32][C:26]=3[N:25]=2)[C:12]=1[CH3:13] |f:2.3|. Procedure: A mixture comprising 1.9 g of crude [4-{3-(2-methoxyethoxy)propoxy}-3-methylpyridine-2-yl]methyl methanesulfonate, 0.83 g of 2-mercapto-1H-benzimidazole and 20 ml of ethanol was stirred at a room temperature for one hour, made basic with a saturated aqueous solution of sodium hydrogencarbonate and extracted with chloroform. The extract was dried over magnesium sulfate and distilled under a reduced pressure. The obtained residue was chromatographed over a silica gel column and eluted with ethyl a...